Dataset: the Open Reaction Database (ORD), a public repository of structured organic reaction records. Task: describe an organic reaction: reactants, conditions, products, and yield The reactants are COC1=CC=C(C=C1)S(=O)(=O)Cl (4-Methoxybenzenesulphonylchloride), NCCCN1CCCC1 (1-(3-aminopropyl)-pyrrolidine), S(=O)(=O)(Cl)Cl (sulphonylchloride). The solvent is [OH-].[Na+] (NaOH). Reaction conditions: time 24 hour. The product is [Cl-].COC1=CC=C(C=C1)S(=O)(=O)NCCC[NH+]1CCCC1 (1-[3-(4-Methoxybenzenesulphonamido)propyl]-pyrrolidinium chloride). Reaction SMILES: [CH3:1][O:2][C:3]1[CH:8]=[CH:7][C:6]([S:9]([Cl:12])(=[O:11])=[O:10])=[CH:5][CH:4]=1.[NH2:13][CH2:14][CH2:15][CH2:16][N:17]1[CH2:21][CH2:20][CH2:19][CH2:18]1.S(Cl)(Cl)(=O)=O>[OH-].[Na+]>[Cl-:12].[CH3:1][O:2][C:3]1[CH:8]=[CH:7][C:6]([S:9]([NH:13][CH2:14][CH2:15][CH2:16][NH+:17]2[CH2:21][CH2:20][CH2:19][CH2:18]2)(=[O:11])=[O:10])=[CH:5][CH:4]=1 |f:3.4,5.6|. Reported procedure: 4-Methoxybenzenesulphonylchloride (8.26 g, 0.04 mol) was added in portions with stirring to a solution of 1-(3-aminopropyl)-pyrrolidine (5.13 g, 0.04 mol) in 10% NaOH (100 ml), and the resulting mixture was stirred at room temperature for the next 24 hours. Unreacted sulphonylchloride was filtered off, and the filtrate was adjusted to pH 9,8 with dilute HCl. Starting materials: CCOCCn1c(NC2CCN(CCC3(c4ccc(OC)c(OC)c4)CCN(C(=O)c4cc(OC)c(OC)c(OC)c4)C3)CC2)nc2ccccc21, CCOC(C)=O, CS(=O)(=O)O, CCOCC. The product is CCOCCn1c(NC2CCN(CCC3(c4ccc(OC)c(OC)c4)CCN(C(=O)c4cc(OC)c(OC)c(OC)c4)C3)CC2)nc2ccccc21, CS(=O)(=O)O. RXN SMILES: [CH3:1][O:2][c:3]1[cH:4][c:5]([C:6](=[O:7])[N:8]2[CH2:9][C:10]([c:13]3[cH:14][c:15]([O:21][CH3:22])[c:16]([O:19][CH3:20])[cH:17][cH:18]3)([CH2:23][CH2:24][N:25]3[CH2:26][CH2:27][CH:28]([NH:31][c:32]4[n:33][c:34]5[c:35]([n:36]4[CH2:37][CH2:38][O:39][CH2:40][CH3:41])[cH:42][cH:43][cH:44][cH:45]5)[CH2:29][CH2:30]3)[CH2:11][CH2:12]2)[cH:46][c:47]([O:51][CH3:52])[c:48]1[O:49][CH3:50].[CH3:53][CH2:54][O:55][C:56](=[O:57])[CH3:58].[CH3:59][S:60]([OH:61])(=[O:62])=[O:63].[CH3:64][CH2:65][O:66][CH2:67][CH3:68]>>[CH3:1][O:2][c:3]1[cH:4][c:5]([C:6](=[O:7])[N:8]2[CH2:9][C:10]([c:13]3[cH:14][c:15]([O:21][CH3:22])[c:16]([O:19][CH3:20])[cH:17][cH:18]3)([CH2:23][CH2:24][N:25]3[CH2:26][CH2:27][CH:28]([NH:31][c:32]4[n:33][c:34]5[c:35]([n:36]4[CH2:37][CH2:38][O:39][CH2:40][CH3:41])[cH:42][cH:43][cH:44][cH:45]5)[CH2:29][CH2:30]3)[CH2:11][CH2:12]2)[cH:46][c:47]([O:51][CH3:52])[c:48]1[O:49][CH3:50].[CH3:59][S:60](=[O:61])(=[O:62])[OH:63]. Starting materials: amine, O.ON1N=NC2=C1C=CC=C2 (1-hydroxybenzotriazole hydrate), Cl.CN(CCCN=C=NCC)C (N-(3-Dimethylaminopropyl)-N′-ethylcarbodiimide hydrochloride), C(C1=CC=CC=C1)[C@@H]([C@H](C(OC1CCCCC1)NS(=O)(=O)C1=CC=C(C=C1)OC)O)NC(OC(C)(C)C)=O (tert-butyl N-((1S,2R)-1-benzyl-3-(cyclohexyloxy)[(4-methoxyphenyl)sulfonyl]amino-2-hydroxypropyl)carbamate), Cl.NC(C[C@@H](C(=O)O)NC(=O)C1=NC2=CC=CC=C2C=C1)=O ((2S)-4-amino-4-oxo-2-[(2-quinolinylcarbonyl)amino]butanoic acid hydrochloride), C(C)(C)N(CC)C(C)C (diisopropylethylamine). The solvent is CN(C=O)C (N,N-dimethylformamide), FC(C(=O)O)(F)F (trifluoroacetic acid). Run at time 15 hour. Yields the product C(C1=CC=CC=C1)[C@@H]([C@H](C(OC1CCCCC1)NS(=O)(=O)C1=CC=C(C=C1)OC)O)NC([C@H](CC(=O)N)NC(=O)C1=NC2=CC=CC=C2C=C1)=O ((2S)-N1-((1S,2R)-1-benzyl-3-(cyclohexyloxy)[(4-methoxyphenyl)sulfonyl]amino-2-hydroxypropyl)-2-[(2-quinolinylcarbonyl)amino]butanediamide). As a reaction SMILES: [CH2:1]([C@H:8]([NH:31][C:32](=[O:38])OC(C)(C)C)[C@@H:9]([OH:30])[CH:10]([NH:18][S:19]([C:22]1[CH:27]=[CH:26][C:25]([O:28][CH3:29])=[CH:24][CH:23]=1)(=[O:21])=[O:20])[O:11][CH:12]1[CH2:17][CH2:16][CH2:15][CH2:14][CH2:13]1)[C:2]1[CH:7]=[CH:6][CH:5]=[CH:4][CH:3]=1.Cl.[NH2:40][C:41](=[O:60])[CH2:42][C@H:43]([NH:47][C:48]([C:50]1[CH:59]=[CH:58][C:57]2[C:52](=[CH:53][CH:54]=[CH:55][CH:56]=2)[N:51]=1)=[O:49])C(O)=O.O.ON1C2C=CC=CC=2N=N1.Cl.CN(C)CCCN=C=NCC.C(N(C(C)C)CC)(C)C>FC(F)(F)C(O)=O.CN(C)C=O>[CH2:1]([C@H:8]([NH:31][C:32](=[O:38])[C@@H:43]([NH:47][C:48]([C:50]1[CH:59]=[CH:58][C:57]2[C:52](=[CH:53][CH:54]=[CH:55][CH:56]=2)[N:51]=1)=[O:49])[CH2:42][C:41]([NH2:40])=[O:60])[C@@H:9]([OH:30])[CH:10]([NH:18][S:19]([C:22]1[CH:27]=[CH:26][C:25]([O:28][CH3:29])=[CH:24][CH:23]=1)(=[O:21])=[O:20])[O:11][CH:12]1[CH2:13][CH2:14][CH2:15][CH2:16][CH2:17]1)[C:2]1[CH:3]=[CH:4][CH:5]=[CH:6][CH:7]=1 |f:1.2,3.4,5.6|. Procedure details: tert-butyl N-((1S,2R)-1-benzyl-3-(cyclohexyloxy)[(4-methoxyphenyl)sulfonyl]amino-2-hydroxypropyl)carbamate (0.18 mmol, 100 mg) was stirred in 1 mL trifluoroacetic acid (TFA) at room temperature for 1 hour. The TFA was removed under vacuum, and the resulting residue was dissolved in ethyl acetate, washed with 5% aq. potassium carbonate solution, brine, dried over magnesium sulfate, and concentrated to a residue. The resulting free amine, (2S)-4-amino-4-oxo-2-[(2-quinolinylcarbonyl)amino]butanoic ... Starting materials: C(C1=CC=CC=C1)OC=1C=CC(=C(C1)[N+](=O)[O-])OC(C)C (5-benzyloxy-2-isopropoxynitrobenzene), [OH-].[Na+] (sodium hydroxide). Reagents/catalysts: [Cl-].[Cl-].[Cl-].[Ti+3] (Titanium trichloride). Run in C(C)(=O)O (acetic acid). Conditions: time 18 hour. Product: C(C1=CC=CC=C1)OC=1C=CC(=C(C1)N)OC(C)C (5-Benzyloxy-2-isopropoxybenzeneamine). Isolated yield 69.7%. RXN SMILES: [CH2:1]([O:8][C:9]1[CH:10]=[CH:11][C:12]([O:18][CH:19]([CH3:21])[CH3:20])=[C:13]([N+:15]([O-])=O)[CH:14]=1)[C:2]1[CH:7]=[CH:6][CH:5]=[CH:4][CH:3]=1.[OH-].[Na+]>C(O)(=O)C.[Cl-].[Cl-].[Cl-].[Ti+3]>[CH2:1]([O:8][C:9]1[CH:10]=[CH:11][C:12]([O:18][CH:19]([CH3:21])[CH3:20])=[C:13]([NH2:15])[CH:14]=1)[C:2]1[CH:3]=[CH:4][CH:5]=[CH:6][CH:7]=1 |f:1.2,4.5.6.7|. Procedure details: Titanium trichloride (10% solution in 20-30% hydrochloric acid, 50 mL) was added to a solution of 5-benzyloxy-2-isopropoxynitrobenzene (Description 108, 2.78 g, 9.7 mmol) in acetic acid (50 mL) and the mixture was stirred at room temperature for 18 h. The mixture was poured into ice-cooled aqueous sodium hydroxide (4M, 400 mL) and the mixture was extracted with dichloromethane (8×100 mL). The combined organic fractions were washed with saturated aqueous sodium hydrogen carbonate (2×200 mL), drie...